Task: describe an organic reaction: reactants, conditions, products, and yield. Dataset: the Open Reaction Database (ORD), a public repository of structured organic reaction records Reactants: FC(C(=O)O)(F)F.ClCCl (trifluoroacetic acid dichloromethane), NC1=C2C(=NC=N1)N(N=C2C2=CC=C(C=C2)OC2=CC=CC=C2)C2CN(CC2)C(=O)OC(C)(C)C (tert-butyl 3-[4-amino-3-(4-phenoxyphenyl)-1H-pyrazolo[3,4-d]pyrimidin-1-yl]-1-pyrrolidinecarboxylate). The solvent is ClCCl (dichloromethane). Run at time 15 minute. Product: O(C1=CC=CC=C1)C1=CC=C(C=C1)C1=NN(C2=NC=NC(=C21)N)C2CNCC2 (3-(4-phenoxyphenyl)-1-tetrahydro-1H-3-pyrrolyl-1H-pyrazolo[3,4-d]pyrimidin-4-amine). The yield is 0.1%. Reaction SMILES: FC(F)(F)C(O)=O.ClCCl.[NH2:11][C:12]1[N:17]=[CH:16][N:15]=[C:14]2[N:18]([CH:34]3[CH2:38][CH2:37][N:36](C(OC(C)(C)C)=O)[CH2:35]3)[N:19]=[C:20]([C:21]3[CH:26]=[CH:25][C:24]([O:27][C:28]4[CH:33]=[CH:32][CH:31]=[CH:30][CH:29]=4)=[CH:23][CH:22]=3)[C:13]=12>ClCCl>[O:27]([C:24]1[CH:23]=[CH:22][C:21]([C:20]2[C:13]3[C:14](=[N:15][CH:16]=[N:17][C:12]=3[NH2:11])[N:18]([CH:34]3[CH2:38][CH2:37][NH:36][CH2:35]3)[N:19]=2)=[CH:26][CH:25]=1)[C:28]1[CH:33]=[CH:32][CH:31]=[CH:30][CH:29]=1 |f:0.1|. Procedure details: A mixture of trifluoroacetic acid/dichloromethane (20:80, 8 mL) was added to a solution of tert-butyl 3-[4-amino-3-(4-phenoxyphenyl)-1H-pyrazolo[3,4-d]pyrimidin-1-yl]-1-pyrrolidinecarboxylate (240 mg, 0.508 mmol) in dichloromethane (1 mL) at 0° C. After 15 minutes, the ice-bath was removed and the reaction mixture was stirred at room temperature for 5 hours. Solvents were then evaporated and the residue was dissolved in ethyl acetate. Saturated sodium bicarbonate was added to adjust the pH to ab... The reactants are ClC(=O)OCC (Ethyl chloroformate), Cl.C(C)N(C1=CC=C(C=C1)N)CC (N,N-diethyl-p-phenylenediamine hydrochloride), C(O)([O-])=O.[Na+] (sodium hydrogen carbonate). The solvent is ClCCl (dichloromethane), ClCCl (dichloromethane). Run at time 4 day. Yields the product C(C)OC(=O)NC1=CC=C(C=C1)N(CC)CC (N-ethoxycarbonyl-4-diethylaminoaniline). Isolated yield 72.4%. RXN SMILES: Cl[C:2]([O:4][CH2:5][CH3:6])=[O:3].Cl.[CH2:8]([N:10]([CH2:18][CH3:19])[C:11]1[CH:16]=[CH:15][C:14]([NH2:17])=[CH:13][CH:12]=1)[CH3:9].C(=O)([O-])O.[Na+]>ClCCl>[CH2:5]([O:4][C:2]([NH:17][C:14]1[CH:13]=[CH:12][C:11]([N:10]([CH2:18][CH3:19])[CH2:8][CH3:9])=[CH:16][CH:15]=1)=[O:3])[CH3:6] |f:1.2,3.4|. Reported procedure: Ethyl chloroformate (5.0 mL, 52 mmol) was added to a stirred mixture of N,N-diethyl-p-phenylenediamine hydrochloride (10 g, 50 mmol) and sodium hydrogen carbonate (23.0 g) in dichloromethane (120 mL) at room temperature under nitrogen. After four days at room temperature, the precipitate which had formed was removed by filtration through a pad of celite. The solid residue was washed with dichloromethane and the combined dichloromethane extracts were concentrated to produce a black oil, which was...